Dataset: the Open Reaction Database (ORD), a public repository of structured organic reaction records. Task: describe an organic reaction: reactants, conditions, products, and yield The product is COC(=O)c1ccc(N)c(OCCCN(C)C)c1. Reactants: COC(=O)c1ccc([N+](=O)[O-])c(OCCCN(C)C)c1, CO, CCOC(C)=O, [Cl-], [NH4+], [Zn]. As a reaction SMILES: [CH3:1][O:2][C:3]([c:4]1[cH:5][c:6]([O:13][CH2:14][CH2:15][CH2:16][N:17]([CH3:18])[CH3:19])[c:7]([N+:10]([O-:11])=[O:12])[cH:8][cH:9]1)=[O:20].[CH3:21][OH:22].[CH3:25][CH2:26][O:27][C:28](=[O:29])[CH3:30].[Cl-:23].[NH4+:24].[Zn:31]>>[CH3:1][O:2][C:3]([c:4]1[cH:5][c:6]([O:13][CH2:14][CH2:15][CH2:16][N:17]([CH3:18])[CH3:19])[c:7]([NH2:10])[cH:8][cH:9]1)=[O:20]. Reactants: COC1=C(C(=C(C(=C1CBr)C)OC)OC)OC (1,2,3,4-tetramethoxy-5-methyl-6-bromomethylbenzene), COC(=O)/C=C/C=1C=CC(=CC1)O (methyl p-hydroxycinnamate). Yields the product COC1=C(COC2=CC=C(C=CC(=O)OC)C=C2)C(=C(C(=C1OC)OC)OC)C (methyl 4-(2,3,4,5-tetramethoxy-6-methylbenzyloxy)cinnamate), COC1=C(COC2=CC=C(C=CC(=O)O)C=C2)C(=C(C(=C1OC)OC)OC)C (4-(2,3,4,5-tetramethoxy-6-methylbenzyloxy)- cinnamic acid). Reaction SMILES: [CH3:1][O:2][C:3]1[C:8]([CH2:9]Br)=[C:7]([CH3:11])[C:6]([O:12][CH3:13])=[C:5]([O:14][CH3:15])[C:4]=1[O:16][CH3:17].[CH3:18][O:19][C:20](/[CH:22]=[CH:23]/[C:24]1[CH:25]=[CH:26][C:27]([OH:30])=[CH:28][CH:29]=1)=[O:21]>>[CH3:1][O:2][C:3]1[C:4]([O:16][CH3:17])=[C:5]([O:14][CH3:15])[C:6]([O:12][CH3:13])=[C:7]([CH3:11])[C:8]=1[CH2:9][O:30][C:27]1[CH:26]=[CH:25][C:24]([CH:23]=[CH:22][C:20]([O:19][CH3:18])=[O:21])=[CH:29][CH:28]=1.[CH3:1][O:2][C:3]1[C:4]([O:16][CH3:17])=[C:5]([O:14][CH3:15])[C:6]([O:12][CH3:13])=[C:7]([CH3:11])[C:8]=1[CH2:9][O:30][C:27]1[CH:26]=[CH:25][C:24]([CH:23]=[CH:22][C:20]([OH:21])=[O:19])=[CH:29][CH:28]=1. Procedure details: Using 1,2,3,4-tetramethoxy-5-methyl-6-bromomethylbenzene and methyl p-hydroxycinnamate and following the procedure described above, there were obtained methyl 4-(2,3,4,5-tetramethoxy-6-methylbenzyloxy)cinnamate (Compound 13) and 4-(2,3,4,5-tetramethoxy-6-methylbenzyloxy)- cinnamic acid (Compound 14). Reactants: C1(CCCCC1)=O (cyclohexanone), C1(CC(CCC1)=O)=O (cyclohexane-1,3-dione), O.C1(=CC=C(C=C1)S(=O)(=O)O)C (p-toluenesulfonic acid monohydrate). Solvent: C=1(C(=CC=CC1)C)C (xylene). The product is C1(CCCC=2OC3C(C21)CCCC3)=O (3,4,5a,6,7,8,9,9a-octahydrodibenzo[b,d]furan-1(2H)-one). RXN SMILES: [C:1]1(=O)[CH2:6][CH2:5][CH2:4][CH2:3][CH2:2]1.[C:8]1(=[O:15])[CH2:13][CH2:12][CH2:11][C:10](=[O:14])[CH2:9]1.O.C1(C)C=CC(S(O)(=O)=O)=CC=1>C1(C)C(C)=CC=CC=1>[C:8]1(=[O:15])[C:9]2[CH:2]3[CH2:3][CH2:4][CH2:5][CH2:6][CH:1]3[O:14][C:10]=2[CH2:11][CH2:12][CH2:13]1 |f:2.3|. Reported procedure: A solution of cyclohexanone (5.28 mL, 50.9 mmol), cyclohexane-1,3-dione (5.89 g, 50.9 mmol), and p-toluenesulfonic acid monohydrate (0.485 g, 2.55 mmol) in xylene (600 mL) was heated at reflux under a Dean Stark trap for 16 hours. The mixture was filtered and concentrated under reduced pressure. The residue was chromatographed on silica gel eluting with 0-30% ethyl acetate in hexanes to provide the title compound: 1H NMR (CDCl3) δ 1.21-1.31 (m, 2H), 1.43-1.57 (m, 3H), 1.72-1.83 (m, 1H), 1.96-2.0... Starting materials: O=C1NC(=O)c2ccccc21, Cc1cccc(C)c1N(CC(C)OS(C)(=O)=O)S(C)(=O)=O, [K], CN(C)C=O, O. Product: Cc1cccc(C)c1N(CC(C)N1C(=O)c2ccccc2C1=O)S(C)(=O)=O. Reaction SMILES: [C:1]1(=[O:11])[c:2]2[c:3]([cH:7][cH:8][cH:9][cH:10]2)[C:4](=[O:6])[NH:5]1.[CH3:13][c:14]1[c:15]([N:21]([S:22](=[O:23])(=[O:24])[CH3:25])[CH2:26][CH:27]([CH3:28])[O:29][S:30]([CH3:31])(=[O:32])=[O:33])[c:16]([CH3:20])[cH:17][cH:18][cH:19]1.[K:12].[O:35]=[CH:36][N:37]([CH3:38])[CH3:39].[OH2:34]>>[C:1]1(=[O:11])[c:2]2[c:3]([cH:7][cH:8][cH:9][cH:10]2)[C:4](=[O:6])[N:5]1[CH:27]([CH2:26][N:21]([c:15]1[c:14]([CH3:13])[cH:19][cH:18][cH:17][c:16]1[CH3:20])[S:22](=[O:23])(=[O:24])[CH3:25])[CH3:28]. Starting materials: 1-acetone, C([O-])([O-])=O.[K+].[K+] (potassium carbonate), C(=O)(OC)COC1=C(CCl)C=CC=C1 (2-carbomethoxymethoxybenzyl chloride), C(=O)(OC)CCCOC1=C(C=O)C=CC(=C1)O (3-carbomethoxypropoxy-4-hydroxybenzaldehyde). RXN SMILES: [C:1]([CH2:5][O:6][C:7]1[CH:14]=[CH:13][CH:12]=[CH:11][C:8]=1[CH2:9]Cl)([O:3][CH3:4])=[O:2].[C:15]([CH2:19][CH2:20][CH2:21][O:22][C:23]1[CH:30]=[C:29]([OH:31])[CH:28]=[CH:27][C:24]=1[CH:25]=[O:26])([O:17][CH3:18])=[O:16].C(=O)([O-])[O-].[K+].[K+]>CN(C)C=O>[C:15]([CH2:19][CH2:20][CH2:21][O:22][C:23]1[CH:30]=[C:29]([O:31][CH2:9][C:8]2[CH:11]=[CH:12][CH:13]=[CH:14][C:7]=2[O:6][CH2:5][C:1]([O:3][CH3:4])=[O:2])[CH:28]=[CH:27][C:24]=1[CH:25]=[O:26])([O:17][CH3:18])=[O:16] |f:2.3.4|. Run in CN(C=O)C (dimethylformamide). Yields the product C(=O)(OC)CCCOC1=C(C=O)C=CC(=C1)OCC1=C(C=CC=C1)OCC(=O)OC (3-carbomethoxypropoxy-4-(2-(carbomethoxymethoxy)phenyl)methyloxybenzaldehyde). Procedure: A mixture of 2-carbomethoxymethoxybenzyl chloride (0.1 mol) and 3-carbomethoxypropoxy-4-hydroxybenzaldehyde (0.08 mol) in 8:1-acetone: dimethylformamide (900 mL) is refluxed with anhydrous potassium carbonate (0.1 mol). When the reaction is complete, the cooled reaction mixture is filtered and evaporated. The resulting oil is diluted with ethyl acetate and washed with water (6X's). The dried ethyl acetate solution is absorbed on silica gel and eluted through a column of flash silica (500 g) with... Product: CCCCc1nc(I)c(C=O)[nH]1. Reaction SMILES: [CH2:13]([Cl:14])[Cl:15].[CH2:1]([CH2:2][CH2:3][CH3:4])[c:5]1[nH:6][c:7]([CH2:11][OH:12])[c:8]([I:10])[n:9]1>>[CH2:1]([CH2:2][CH2:3][CH3:4])[c:5]1[nH:6][c:7]([CH:11]=[O:12])[c:8]([I:10])[n:9]1. The reactants are ClCCl, CCCCc1nc(I)c(CO)[nH]1.